This data is from the Open Reaction Database (ORD), a public repository of structured organic reaction records. The task is: describe an organic reaction: reactants, conditions, products, and yield The reactants are CCOC(=O)c1ccc2nc(Cc3ccccc3)n(C)c2c1, CCO, Cl, [Na+], [OH-]. Yields the product Cn1c(Cc2ccccc2)nc2ccc(C(=O)O)cc21, Cl. RXN SMILES: [CH2:3]([c:4]1[cH:5][cH:6][cH:7][cH:8][cH:9]1)[c:10]1[n:11][c:12]2[c:13]([n:14]1[CH3:15])[cH:16][c:17]([C:20](=[O:21])[O:22][CH2:23][CH3:24])[cH:18][cH:19]2.[CH3:26][CH2:27][OH:28].[ClH:25].[Na+:2].[OH-:1]>>[CH2:3]([c:4]1[cH:5][cH:6][cH:7][cH:8][cH:9]1)[c:10]1[n:11][c:12]2[c:13]([n:14]1[CH3:15])[cH:16][c:17]([C:20](=[O:21])[OH:22])[cH:18][cH:19]2.[ClH:25]. Reactants: S(=O)(=O)(O)[O-].C[S+](C)C (trimethysulfonium hydrogen sulfate), S(=O)(=O)(OC)OC (dimethyl sulfate), CSC (dimethyl sulfide). Run at temperature 0 celsius, time 30 minute. Yields the product COS(=O)(=O)[O-].C[S+](C)C (trimethylsulfonium methyl sulfate). RXN SMILES: S([O-])(O)(=O)=O.[CH3:6][S+:7]([CH3:9])[CH3:8].[S:10]([O:15]C)([O:13][CH3:14])(=[O:12])=[O:11].CSC>>[CH3:14][O:13][S:10]([O-:15])(=[O:12])=[O:11].[CH3:6][S+:7]([CH3:9])[CH3:8] |f:0.1,4.5|. Procedure: Synthesis of trimethysulfonium hydrogen sulfate: To dimethyl sulfate (10.0 mL, 1.05×10−1 mol) at 0° C. was added dimethyl sulfide (10.4 mL, 1.42×10−1 mol). After rapidly stirring at 0° C. for 30 minutes, the reaction was slowly warmed to room temperature yielding a crystalline solid, trimethylsulfonium methyl sulfate. After 3 hours, distilled water (20 mL) was added to form a clear solution of trimethylsulfonium sulfate. Starting materials: CC(C)(C)OC(=O)n1ccc2cc(Oc3ccc(C(=O)Nc4ccc(Br)cc4)cc3[N+](=O)[O-])ccc21, CCO, [Cl-], [Fe], [NH4+], O. As a reaction SMILES: [C:1]([CH3:2])([CH3:3])([CH3:4])[O:5][C:6](=[O:7])[n:8]1[cH:9][cH:10][c:11]2[cH:12][c:13]([O:17][c:18]3[c:19]([N+:34]([O-:35])=[O:36])[cH:20][c:21]([C:24]([NH:25][c:26]4[cH:27][cH:28][c:29]([Br:32])[cH:30][cH:31]4)=[O:33])[cH:22][cH:23]3)[cH:14][cH:15][c:16]12.[CH3:40][CH2:41][OH:42].[Cl-:37].[Fe:43].[NH4+:38].[OH2:39]>>[C:1]([CH3:2])([CH3:3])([CH3:4])[O:5][C:6](=[O:7])[n:8]1[cH:9][cH:10][c:11]2[cH:12][c:13]([O:17][c:18]3[c:19]([NH2:34])[cH:20][c:21]([C:24]([NH:25][c:26]4[cH:27][cH:28][c:29]([Br:32])[cH:30][cH:31]4)=[O:33])[cH:22][cH:23]3)[cH:14][cH:15][c:16]12. Product: CC(C)(C)OC(=O)n1ccc2cc(Oc3ccc(C(=O)Nc4ccc(Br)cc4)cc3N)ccc21. Starting materials: CCOC(=O)CCNC(=O)CCN, Cl, N=C(N)Nc1nc(C(=O)O)cs1, [Na]. Product: CCOC(=O)CCNC(=O)CCNC(=O)c1csc(NC(=N)N)n1. As a reaction SMILES: [CH2:15]([CH3:16])[O:17][C:18]([CH2:19][CH2:20][NH:21][C:22]([CH2:23][CH2:24][NH2:25])=[O:26])=[O:27].[ClH:14].[NH:2]([C:3](=[NH:4])[NH2:5])[c:6]1[s:7][cH:8][c:9]([C:11](=[O:12])[OH:13])[n:10]1.[Na:1]>>[NH:2]([C:3](=[NH:4])[NH2:5])[c:6]1[s:7][cH:8][c:9]([C:11](=[O:13])[NH:25][CH2:24][CH2:23][C:22]([NH:21][CH2:20][CH2:19][C:18]([O:17][CH2:15][CH3:16])=[O:27])=[O:26])[n:10]1. The reactants are [BH4-], C1CCOC1, CO, [Na+], O=Cc1ccc2ncccc2n1. The product is OCc1ccc2ncccc2n1. As a reaction SMILES: [BH4-:13].[CH2:17]1[O:18][CH2:19][CH2:20][CH2:21]1.[CH3:15][OH:16].[Na+:14].[n:1]1[c:2]([CH:11]=[O:12])[cH:3][cH:4][c:5]2[n:6][cH:7][cH:8][cH:9][c:10]12>>[n:1]1[c:2]([CH2:11][OH:12])[cH:3][cH:4][c:5]2[n:6][cH:7][cH:8][cH:9][c:10]12. Reactants: SCc1ccccc1, C#Cc1ccc(Cl)cc1, [Na]. The product is Clc1ccc(C=CSCc2ccccc2)cc1. RXN SMILES: [CH2:10]([c:11]1[cH:12][cH:13][cH:14][cH:15][cH:16]1)[SH:17].[Cl:1][c:2]1[cH:3][cH:4][c:5]([C:8]#[CH:9])[cH:6][cH:7]1.[Na:18]>>[Cl:1][c:2]1[cH:3][cH:4][c:5]([CH:8]=[CH:9][S:17][CH2:10][c:11]2[cH:12][cH:13][cH:14][cH:15][cH:16]2)[cH:6][cH:7]1. The reactants are O(C1=CC=CC=C1)CC(=O)OC1C#CC=CC#CC2(CCC=C1C2=O)O[Si](C)(C)C(C)(C)C (8-[(phenoxymethyl)carbonyloxy]-1-(t-butyldimethylsilyloxy)-bicyclo[7.3.1]trideca-4,9-diene-2,6-diyn-13-one). Solvent: C(C)#N (acetonitrile), C(Cl)(Cl)Cl (chloroform). Conditions: time 72 hour. Yields the product O(C1=CC=CC=C1)CC(=O)OC1C#CC=CC#CC2(CCC=C1C2=O)O (8-[(phenoxymethyl)carbonyloxy]-1-hydroxy-bicyclo[7.3.1]trideca-4,9-diene-2,6-diyn-13-one). As a reaction SMILES: [O:1]([CH2:8][C:9]([O:11][CH:12]1[C:23]2[C:24](=[O:25])[C:19]([O:26][Si](C(C)(C)C)(C)C)([CH2:20][CH2:21][CH:22]=2)[C:18]#[C:17][CH:16]=[CH:15][C:14]#[C:13]1)=[O:10])[C:2]1[CH:7]=[CH:6][CH:5]=[CH:4][CH:3]=1>C(#N)C.C(Cl)(Cl)Cl>[O:1]([CH2:8][C:9]([O:11][CH:12]1[C:23]2[C:24](=[O:25])[C:19]([OH:26])([CH2:20][CH2:21][CH:22]=2)[C:18]#[C:17][CH:16]=[CH:15][C:14]#[C:13]1)=[O:10])[C:2]1[CH:7]=[CH:6][CH:5]=[CH:4][CH:3]=1. Reported procedure: To a solution of compound 11a in 26 mL of acetonitrile was added 4 mL of 48% HF. The solution was stirred for 72 h. The solution was diluted with chloroform and washed with water. The organic fraction was dried over MgSO4 and concentrated and the residue chromatographed over silica gel (5:1 hexane/ethyl acetate) to give 8-[(phenoxymethyl)carbonyloxy]-1-hydroxy-bicyclo[7.3.1]trideca-4,9-diene-2,6-diyn-13-one (11b) (116 mg).